Dataset: the Open Reaction Database (ORD), a public repository of structured organic reaction records. Task: describe an organic reaction: reactants, conditions, products, and yield The reactants are NC1=CC=C2C(=C(NC2=N1)C1=CC=C(C=C1)F)C1=CC=NC=C1 (6-Amino-3-(4-pyridyl)-2-(4-fluorophenyl)-7-aza-indole), BrNC(CCC(=O)N)=O (N-bromosuccinamide). The solvent is CN(C)C=O (DMF). Reaction conditions: temperature 23 celsius, time 24 hour. Product: NC1=C(C=C2C(=C(NC2=N1)C1=CC=C(C=C1)F)C1=CC=NC=C1)Br (6-Amino-5-bromo-3-(4-pyridyl)-2-(4-fluorophenyl)-7-aza-indole). Reaction SMILES: [NH2:1][C:2]1[N:10]=[C:9]2[C:5]([C:6]([C:18]3[CH:23]=[CH:22][N:21]=[CH:20][CH:19]=3)=[C:7]([C:11]3[CH:16]=[CH:15][C:14]([F:17])=[CH:13][CH:12]=3)[NH:8]2)=[CH:4][CH:3]=1.[Br:24]NC(=O)CCC(N)=O>CN(C=O)C>[NH2:1][C:2]1[N:10]=[C:9]2[C:5]([C:6]([C:18]3[CH:23]=[CH:22][N:21]=[CH:20][CH:19]=3)=[C:7]([C:11]3[CH:12]=[CH:13][C:14]([F:17])=[CH:15][CH:16]=3)[NH:8]2)=[CH:4][C:3]=1[Br:24]. Procedure: 6-Amino-3-(4-pyridyl)-2-(4-fluorophenyl)-7-aza-indole (17) (250 mg, 0.822 mmol), N-bromosuccinamide (146 mg, 0.822 mmol), and DMF (4 mL) were allowed to stir at 23° C. After 24 h, the reaction was concentrated in vacuo and the residue was purified by flash chromatography (ethyl acetate:hexane 1:1) to afford 6-Amino-5-bromo-3-(4-pyridyl)-2-(4-fluorophenyl)-7-aza-indole (27): Mass Spectrum (CI) 385 (MH+Br81).